This data is from the Open Reaction Database (ORD), a public repository of structured organic reaction records. The task is: describe an organic reaction: reactants, conditions, products, and yield The reactants are OC=1C=C2CCC(CC2=CC1)CN1CCC(CC1)(O)CC1=CC=C(C=C1)C ((RS)-1-(6-hydroxy-1,2,3 ,4-tetrahydro-naphthalen-2-ylmethyl)-4-(4-methyl-benzyl)-piperidin-4-ol), Cl (HCl). The solvent is CCO (EtOH). The product is Cl.OC=1C=C2CCC(CC2=CC1)CN1CCC(CC1)(O)CC1=CC=C(C=C1)C ((RS)-1-(6-Hydroxy-1,2,3,4-tetrahydro-naphthalen-2-ylmethyl)-4-(4-methyl-benzyl)-piperidin-4-ol Hydrochloride). Isolated yield 97.0%. Reaction SMILES: [OH:1][C:2]1[CH:3]=[C:4]2[C:9](=[CH:10][CH:11]=1)[CH2:8][CH:7]([CH2:12][N:13]1[CH2:18][CH2:17][C:16]([CH2:20][C:21]3[CH:26]=[CH:25][C:24]([CH3:27])=[CH:23][CH:22]=3)([OH:19])[CH2:15][CH2:14]1)[CH2:6][CH2:5]2.[ClH:28]>CCO>[ClH:28].[OH:1][C:2]1[CH:3]=[C:4]2[C:9](=[CH:10][CH:11]=1)[CH2:8][CH:7]([CH2:12][N:13]1[CH2:18][CH2:17][C:16]([CH2:20][C:21]3[CH:26]=[CH:25][C:24]([CH3:27])=[CH:23][CH:22]=3)([OH:19])[CH2:15][CH2:14]1)[CH2:6][CH2:5]2 |f:3.4|. Reported procedure: To (RS)-1-(6-hydroxy-1,2,3 ,4-tetrahydro-naphthalen-2-ylmethyl)-4-(4-methyl-benzyl)-piperidin-4-ol (500 mg, 1.36 mmol) in EtOH (4 ml) at 4° C., was added ethanolic HCl (1.1 eq.). Evaporation of the EtOH afforded the title compound as a white foam (530 mg, 1.32 mmol, 97%), MS m/e=366.2 (M+H+). Reactants: C(C1=CC=CC=C1)OCCCCCCC(C(=O)OCCCCCCCCCCCCC[C@@H]1CC[C@H](CC1)C1=C(C(=CC=C1)F)F)CCCCCCOCC1=CC=CC=C1 (13-[trans-4-(2,3-difluorophenyl)cyclohexyl]tridecyl 2,2-bis(6-benzyloxyhexyl)acetate). Reagents/catalysts: [Pd] (Pd-C). Solvent: O1CCCC1 (tetrahydrofuran). Run at time 2 day. The product is OCCCCCCC(C(=O)OCCCCCCCCCCCCC[C@@H]1CC[C@H](CC1)C1=C(C(=CC=C1)F)F)CCCCCCO (13-[trans-4-(2,3-difluorophenyl)cyclohexyl]tridecyl 2,2-bis(6-hydroxyhexyl)acetate). Isolated yield 99.3%. Reaction SMILES: C([O:8][CH2:9][CH2:10][CH2:11][CH2:12][CH2:13][CH2:14][CH:15]([CH2:46][CH2:47][CH2:48][CH2:49][CH2:50][CH2:51][O:52]CC1C=CC=CC=1)[C:16]([O:18][CH2:19][CH2:20][CH2:21][CH2:22][CH2:23][CH2:24][CH2:25][CH2:26][CH2:27][CH2:28][CH2:29][CH2:30][CH2:31][C@H:32]1[CH2:37][CH2:36][C@H:35]([C:38]2[CH:43]=[CH:42][CH:41]=[C:40]([F:44])[C:39]=2[F:45])[CH2:34][CH2:33]1)=[O:17])C1C=CC=CC=1>[Pd].O1CCCC1>[OH:8][CH2:9][CH2:10][CH2:11][CH2:12][CH2:13][CH2:14][CH:15]([CH2:46][CH2:47][CH2:48][CH2:49][CH2:50][CH2:51][OH:52])[C:16]([O:18][CH2:19][CH2:20][CH2:21][CH2:22][CH2:23][CH2:24][CH2:25][CH2:26][CH2:27][CH2:28][CH2:29][CH2:30][CH2:31][C@H:32]1[CH2:33][CH2:34][C@H:35]([C:38]2[CH:43]=[CH:42][CH:41]=[C:40]([F:44])[C:39]=2[F:45])[CH2:36][CH2:37]1)=[O:17]. Procedure: First, 5.3 g of 13-[trans-4-(2,3-difluorophenyl)cyclohexyl]tridecyl 2,2-bis(6-benzyloxyhexyl)acetate, 1.7 g of 10% Pd-C, and 100 ml of tetrahydrofuran were placed in a 300 ml autoclave. The mixture was stirred at room temperature for 2 days under a hydrogen pressure of 10 kg/cm2. A catalyst was filtered away and a filtrate was concentrated. Thereafter, the residue was purified by silica gel column chromatography (eluent: toluene/ethyl acetate=7/3) to obtain 4.1 g of 13-[trans-4-(2,3-difluorophen...